Dataset: the Open Reaction Database (ORD), a public repository of structured organic reaction records. Task: describe an organic reaction: reactants, conditions, products, and yield Reactants: COC=1N=C2C(=CC=NC2=CC1)N1CC(N(CC1)CCN1C(C2=CC=CC=C2C1=O)=O)=O (2-(2-{4-[6-(methyloxy)-1,5-naphthyridin-4-yl]-2-oxo-1-piperazinyl}ethyl)-1H-isoindole-1,3(2H)-dione), O.NN (hydrazine hydrate). Run in CCO (EtOH). Reaction conditions: time 2 hour. Yields the product NCCN1C(CN(CC1)C1=CC=NC2=CC=C(N=C12)OC)=O (1-(2-aminoethyl)-4-[6-(methyloxy)-1,5-naphthyridin-4-yl]-2-piperazinone). The yield is 65.8%. Reaction SMILES: [CH3:1][O:2][C:3]1[N:4]=[C:5]2[C:10](=[CH:11][CH:12]=1)[N:9]=[CH:8][CH:7]=[C:6]2[N:13]1[CH2:18][CH2:17][N:16]([CH2:19][CH2:20][N:21]2C(=O)C3C(=CC=CC=3)C2=O)[C:15](=[O:32])[CH2:14]1.O.NN>CCO>[NH2:21][CH2:20][CH2:19][N:16]1[CH2:17][CH2:18][N:13]([C:6]2[C:5]3[C:10](=[CH:11][CH:12]=[C:3]([O:2][CH3:1])[N:4]=3)[N:9]=[CH:8][CH:7]=2)[CH2:14][C:15]1=[O:32] |f:1.2|. Procedure details: To a solution of 2-(2-{4-[6-(methyloxy)-1,5-naphthyridin-4-yl]-2-oxo-1-piperazinyl}ethyl)-1H-isoindole-1,3(2H)-dione (100 mg, 0.232 mmol) in EtOH (2 mL) was added hydrazine hydrate (120 μL, 3.85 mmol). After 2 h at 85° C., the solution was concentrated and the residue purified by column chromatography (silica, 5-10% MeOH in DCM (1% NH4OH)) yielding the title compound (46 mg, 66%) as a yellow oil: LCMS (ES) m/e 302 (M+H)+. The reactants are ClC(=C1OC2=C(C(O1)=C(Cl)Cl)C=C(C=C2)C(=O)N)Cl (2,4-Bis(dichloromethylene)benzo[1,3]dioxin-6-carboxamide), S(=O)(Cl)Cl (thionyl chloride). Run in CN(C=O)C (dimethylformamide). Product: C(#N)C=1C=CC2=C(C(OC(O2)=C(Cl)Cl)=C(Cl)Cl)C1 (6-cyano-2,4-bis(dichloromethylene)benzo[1,3]dioxin). RXN SMILES: [Cl:1][C:2]([Cl:19])=[C:3]1[O:8][C:7](=[C:9]([Cl:11])[Cl:10])[C:6]2[CH:12]=[C:13]([C:16]([NH2:18])=O)[CH:14]=[CH:15][C:5]=2[O:4]1.S(Cl)(Cl)=O>CN(C)C=O>[C:16]([C:13]1[CH:14]=[CH:15][C:5]2[O:4][C:3](=[C:2]([Cl:19])[Cl:1])[O:8][C:7](=[C:9]([Cl:11])[Cl:10])[C:6]=2[CH:12]=1)#[N:18]. Reported procedure: 2,4-Bis(dichloromethylene)benzo[1,3]dioxin-6-carboxamide (3.0 g.) was added in portions to a stirred mixture of thionyl chloride (15 ml.) in dimethylformamide (60 ml.) at 50° C. A precipitate rapidly formed which, after cooling the reaction mixture to ambient temperature, was filtered off, dried, and crystallised from ethanol to give 6-cyano-2,4-bis(dichloromethylene)benzo[1,3]dioxin, m.p. 167°-168° C. Starting materials: C(C1=CC=CC=C1)OC(=O)N1C[C@H]([C@H](CC1)N(C1=C(C=CC=C1)F)C(CC)=O)C (cis-1-benzyloxycarbonyl-3-methyl-4-[(1-oxopropyl)-2-fluorophenylamino]-piperidine). The reagents and catalysts are [Pd] (Pd-C). Run in CO (methanol), C(C)(=O)O (acetic acid). Run at time 5 hour. Yields the product C[C@@H]1CNCC[C@@H]1N(C1=C(C=CC=C1)F)C(CC)=O (cis-3-methyl-4-[(1-oxopropyl)-2-fluorophenylamino]piperidine). Reaction SMILES: C(OC([N:11]1[CH2:16][CH2:15][C@H:14]([N:17]([C:25](=[O:28])[CH2:26][CH3:27])[C:18]2[CH:23]=[CH:22][CH:21]=[CH:20][C:19]=2[F:24])[C@H:13]([CH3:29])[CH2:12]1)=O)C1C=CC=CC=1>CO.C(O)(=O)C.[Pd]>[CH3:29][C@H:13]1[C@@H:14]([N:17]([C:25](=[O:28])[CH2:26][CH3:27])[C:18]2[CH:23]=[CH:22][CH:21]=[CH:20][C:19]=2[F:24])[CH2:15][CH2:16][NH:11][CH2:12]1. Procedure: A mixture of cis-1-benzyloxycarbonyl-3-methyl-4-[(1-oxopropyl)-2-fluorophenylamino]-piperidine (576 mg, 1.45 mmol) and 10% Pd-C (100 mg) in methanol (25 ml) and acetic acid (5 ml) is hydrogenated at 50 psi for five hours. The reaction mixture is filtered through celite and the filtrate is concentrated. The residue is diluted with ethyl acetate, basified to pH 11 with 2N NaOH and shaken. The separated organics are dried over sodium sulfate and concentrated to give cis-3-methyl-4-[(1-oxopropyl)-2-... The product is ClC=1C=CC2=C(C=CC3=C(N=C(S3)SC=3SC=NN3)C2C=2C(NC(N(C2)C)=O)=O)C1 ((±)-5-(7-Chloro-2-(1,3,4-thiadiazolylthio)-4H-benzo[5,6]cyclohepta[1,2-d]thiazol-4-yl)-1-methyl-2,4(1H,3H)-pyrimidinedione). As a reaction SMILES: Cl[C:2]1[S:3][C:4]2[CH:11]=[CH:10][C:9]3[CH:12]=[C:13]([Cl:16])[CH:14]=[CH:15][C:8]=3[CH:7]([C:17]3[C:18](=[O:25])[NH:19][C:20](=[O:24])[N:21]([CH3:23])[CH:22]=3)[C:5]=2[N:6]=1.[SH:26][C:27]1[S:28][CH:29]=[N:30][N:31]=1.[H-].[Na+].C(O)(=O)C>CN(C)C=O.O>[Cl:16][C:13]1[CH:14]=[CH:15][C:8]2[CH:7]([C:17]3[C:18](=[O:25])[NH:19][C:20](=[O:24])[N:21]([CH3:23])[CH:22]=3)[C:5]3[N:6]=[C:2]([S:26][C:27]4[S:28][CH:29]=[N:30][N:31]=4)[S:3][C:4]=3[CH:11]=[CH:10][C:9]=2[CH:12]=1 |f:2.3|. Reactants: [H-].[Na+] (sodium hydride), C(C)(=O)O (acetic acid), ClC=1SC2=C(N1)C(C1=C(C=C2)C=C(C=C1)Cl)C=1C(NC(N(C1)C)=O)=O ((±)-5-(2,7-Dichloro-4H-benzo[5,6]cyclohepta[1,2-d]thiazol-4-yl)-1-methyl-2,4(1H,3H)-pyrimidinedione), SC=1SC=NN1 (2-mercapto-1,3,4-thiadiazole). Reaction conditions: temperature 55 celsius, time 16 hour. The solvent is CN(C=O)C (dimethylformamide), O (water). Procedure: To a mixture of the product from example 44 step (viii) (0.20 g) and 2-mercapto-1,3,4-thiadiazole (0.120 g) in dry dimethylformamide (2 ml) was added 60% sodium hydride (0.041 g). The mixture was stirred for 16 h then heated at 55° C. for 24 h. The reaction mixture was diluted with water and neutralised by the addition of acetic acid. The aqueous was extracted with dichloromethane and the combined organic extracts were dried (MgSO4). The solvent was removed under reduced pressure and the residue... Starting materials: COC=1C=C(C(=O)N2CC(CC2)(CCS(=O)(=O)C)C2=CC=CC=C2)C=C(C1OC)OC (1-(3,4,5-trimethoxy-benzoyl)-3-phenyl-3-(2-methanesulfonyl-ethyl)-pyrrolidine), I.N1C(=NC2=C1C=CC=C2)C(=O)C2CCNCC2 (4-(1 H-benzoimidazole-2-carbonyl)-piperidine hydroiodide salt). Product: COC=1C=C(C(=O)N2CC(CC2)(C2=CC=CC=C2)CCN2CCC(CC2)C(=O)C2=NC3=C(N2)C=CC=C3)C=C(C1OC)OC (1-(3,4,5-Trimethoxy-benzoyl)-3-[2-[4-[1 H-benzoimidazole-2-carbonyl]-piperidin-1-yl]-ethyl]-3-phenyl-pyrrolidine). As a reaction SMILES: [CH3:1][O:2][C:3]1[CH:4]=[C:5]([CH:25]=[C:26]([O:30][CH3:31])[C:27]=1[O:28][CH3:29])[C:6]([N:8]1[CH2:12][CH2:11][C:10]([C:19]2[CH:24]=[CH:23][CH:22]=[CH:21][CH:20]=2)([CH2:13][CH2:14]S(C)(=O)=O)[CH2:9]1)=[O:7].I.[NH:33]1[C:37]2[CH:38]=[CH:39][CH:40]=[CH:41][C:36]=2[N:35]=[C:34]1[C:42]([CH:44]1[CH2:49][CH2:48][NH:47][CH2:46][CH2:45]1)=[O:43]>>[CH3:1][O:2][C:3]1[CH:4]=[C:5]([CH:25]=[C:26]([O:30][CH3:31])[C:27]=1[O:28][CH3:29])[C:6]([N:8]1[CH2:12][CH2:11][C:10]([CH2:13][CH2:14][N:47]2[CH2:48][CH2:49][CH:44]([C:42]([C:34]3[NH:33][C:37]4[CH:38]=[CH:39][CH:40]=[CH:41][C:36]=4[N:35]=3)=[O:43])[CH2:45][CH2:46]2)([C:19]2[CH:24]=[CH:23][CH:22]=[CH:21][CH:20]=2)[CH2:9]1)=[O:7] |f:1.2|. Reported procedure: Prepare by the method of Example 6.6.2 using 1-(3,4,5-trimethoxy-benzoyl)-3-phenyl-3-(2-methanesulfonyl-ethyl)-pyrrolidine and 4-(1 H-benzoimidazole-2-carbonyl)-piperidine hydroiodide salt to give the title compound: mp; 108.0-111.0° C.; Rf=0.28 (silica gel, 5/1 ethyl acetate/methanol) Elemental Analysis calculated for C35H40N4O5·0.30 H2O: C 69.82; H 6.80; N 9.30; Found: C 69.90; H 6.79; N 9.22. Reactants: Cc1cc(-c2ccc(C(F)(F)F)cc2)nc(-c2cccc(Br)c2)n1, CC1(C)OB(c2cnc(N)nc2)OC1(C)C. Yields the product Cc1cc(-c2ccc(C(F)(F)F)cc2)nc(-c2cccc(-c3cnc(N)nc3)c2)n1. RXN SMILES: [Br:1][c:2]1[cH:3][c:4](-[c:8]2[n:9][c:10]([CH3:24])[cH:11][c:12](-[c:14]3[cH:15][cH:16][c:17]([C:20]([F:21])([F:22])[F:23])[cH:18][cH:19]3)[n:13]2)[cH:5][cH:6][cH:7]1.[NH2:25][c:26]1[n:27][cH:28][c:29]([B:32]2[O:33][C:34]([CH3:35])([CH3:36])[C:37]([CH3:38])([CH3:39])[O:40]2)[cH:30][n:31]1>>[c:2]1(-[c:29]2[cH:28][n:27][c:26]([NH2:25])[n:31][cH:30]2)[cH:3][c:4](-[c:8]2[n:9][c:10]([CH3:24])[cH:11][c:12](-[c:14]3[cH:15][cH:16][c:17]([C:20]([F:21])([F:22])[F:23])[cH:18][cH:19]3)[n:13]2)[cH:5][cH:6][cH:7]1.